describe an organic reaction: reactants, conditions, products, and yield From a dataset of the Open Reaction Database (ORD), a public repository of structured organic reaction records. Reported procedure: A suspension of the dihydroxyphthalimide from e) (350 mg) in diphenyldichloromethane (4 g) was heated at 160° C. for 3 hours. The resultant solution was cooled and washed with petroleum ether (3×10 ml). The petrol phase separated to give a brown oil which was collected and triturated under diethyl ether (5 ml) to give as a chestnut brown solid, diphenylmethylenedioxyphthalimide (300 mg); NMR (DMSO-d6) 7.5(m,12H); 11.05(s,1H). Cooling of the petrol phase afforded a second fraction of the phthalim... Yields the product C1(=CC=CC=C1)C1(OC2=C3C(C(=O)NC3=O)=CC=C2O1)C1=CC=CC=C1 (diphenylmethylenedioxyphthalimide). RXN SMILES: [OH:1][C:2]1[C:3]([OH:13])=[C:4]2[C:9](=[O:10])[NH:8][C:6](=[O:7])[C:5]2=[CH:11][CH:12]=1.[C:14]1([C:20]([C:23]2[CH:28]=[CH:27][CH:26]=[CH:25][CH:24]=2)(Cl)Cl)[CH:19]=[CH:18][CH:17]=[CH:16][CH:15]=1>>[C:14]1([C:20]2([C:23]3[CH:24]=[CH:25][CH:26]=[CH:27][CH:28]=3)[O:1][C:2]3[C:3](=[C:4]4[C:9](=[O:10])[NH:8][C:6](=[O:7])[C:5]4=[CH:11][CH:12]=3)[O:13]2)[CH:19]=[CH:18][CH:17]=[CH:16][CH:15]=1. Run at temperature 160 celsius. Starting materials: OC=1C(=C2C(C(=O)NC2=O)=CC1)O (dihydroxyphthalimide), C1(=CC=CC=C1)C(Cl)(Cl)C1=CC=CC=C1 (diphenyldichloromethane), resultant solution. Starting materials: O=C(c1ncc[nH]1)c1ncc[nH]1, COc1ccc(C2=NNC(=O)CC2CO)cc1OC, O=C(O)COc1ccc(Cl)cc1, C1CCOC1. Product: COc1ccc(C2=NNC(=O)CC2COC(=O)COc2ccc(Cl)cc2)cc1OC. RXN SMILES: [C:13]([c:14]1[nH:15][cH:16][cH:17][n:18]1)([c:19]1[nH:20][cH:21][cH:22][n:23]1)=[O:24].[CH3:25][O:26][c:27]1[cH:28][c:29]([C:35]2=[N:40][NH:39][C:38](=[O:41])[CH2:37][CH:36]2[CH2:42][OH:43])[cH:30][cH:31][c:32]1[O:33][CH3:34].[Cl:1][c:2]1[cH:3][cH:4][c:5]([O:6][CH2:7][C:8](=[O:9])[OH:10])[cH:11][cH:12]1.[O:44]1[CH2:45][CH2:46][CH2:47][CH2:48]1>>[Cl:1][c:2]1[cH:3][cH:4][c:5]([O:6][CH2:7][C:8](=[O:9])[O:10][CH2:42][CH:36]2[C:35]([c:29]3[cH:28][c:27]([O:26][CH3:25])[c:32]([O:33][CH3:34])[cH:31][cH:30]3)=[N:40][NH:39][C:38](=[O:41])[CH2:37]2)[cH:11][cH:12]1. Starting materials: C(C1=CC=CC=C1)N(CCCN(C)C)CC1=CC(=CC=C1)B (N-benzyl-N-(3-boranyl-benzyl)-N′,N′-dimethyl-propane-1,3-diamine), C(C1=CC=CC=C1)NCCCN(C)C (N′-benzyl-N,N-dimethyl-propane-1,3-diamine). The product is C(C1=CC=CC=C1)N(CC(C)N(C)C)CC1=CC(=CC=C1)B (N-Benzyl-N-(3-boranyl-benzyl)-N′,N′-dimethyl-propane-1,2-diamine). Reaction SMILES: [CH2:1]([N:8]([CH2:15][C:16]1[CH:21]=[CH:20][CH:19]=[C:18]([BH2:22])[CH:17]=1)[CH2:9][CH2:10][CH2:11]N(C)C)[C:2]1[CH:7]=[CH:6][CH:5]=[CH:4][CH:3]=1.[CH2:23]([NH:30][CH2:31]CCN(C)C)C1C=CC=CC=1>>[CH2:1]([N:8]([CH2:15][C:16]1[CH:21]=[CH:20][CH:19]=[C:18]([BH2:22])[CH:17]=1)[CH2:9][CH:10]([N:30]([CH3:31])[CH3:23])[CH3:11])[C:2]1[CH:3]=[CH:4][CH:5]=[CH:6][CH:7]=1. Reported procedure: Following the procedures as set forth above, N-benzyl-N-(3-boranyl-benzyl)-N′,N′-dimethyl-propane-1,3-diamine was prepared starting from N′-benzyl-N,N-dimethyl-propane-1,3-diamine. The reactants are CS(=O)(=O)OC[C@H]1N(C[C@H](C1)SC(C1=CC=CC=C1)(C1=CC=CC=C1)C1=CC=CC=C1)C(=O)OCC1=CC=C(C=C1)[N+](=O)[O-] ((2S,4S)-2-(methanesulfonyloxy)methyl-1-(4-nitrobenzyloxycarbonyl)-4-(triphenylmethylthio)pyrrolidine), [N-]=[N+]=[N-].[Na+] (sodium azide), [Cl-].[NH4+] (ammonium chloride), ice water. Solvent: CN(C=O)C (dimethylformamide). Conditions: time 3 hour. The product is N(=[N+]=[N-])C[C@H]1N(C[C@H](C1)SC(C1=CC=CC=C1)(C1=CC=CC=C1)C1=CC=CC=C1)C(=O)OCC1=CC=C(C=C1)[N+](=O)[O-] ((2S,4S)-2-azidomethyl-1-(4-nitrobenzyloxycarbonyl)-4-(triphenylmethylthio)pyrrolidine). Yield: 79.9%. Reaction SMILES: CS(O[CH2:6][C@@H:7]1[CH2:11][C@H:10]([S:12][C:13]([C:26]2[CH:31]=[CH:30][CH:29]=[CH:28][CH:27]=2)([C:20]2[CH:25]=[CH:24][CH:23]=[CH:22][CH:21]=2)[C:14]2[CH:19]=[CH:18][CH:17]=[CH:16][CH:15]=2)[CH2:9][N:8]1[C:32]([O:34][CH2:35][C:36]1[CH:41]=[CH:40][C:39]([N+:42]([O-:44])=[O:43])=[CH:38][CH:37]=1)=[O:33])(=O)=O.[N-:45]=[N+:46]=[N-:47].[Na+].[Cl-].[NH4+]>CN(C)C=O>[N:45]([CH2:6][C@@H:7]1[CH2:11][C@H:10]([S:12][C:13]([C:26]2[CH:31]=[CH:30][CH:29]=[CH:28][CH:27]=2)([C:20]2[CH:25]=[CH:24][CH:23]=[CH:22][CH:21]=2)[C:14]2[CH:15]=[CH:16][CH:17]=[CH:18][CH:19]=2)[CH2:9][N:8]1[C:32]([O:34][CH2:35][C:36]1[CH:37]=[CH:38][C:39]([N+:42]([O-:44])=[O:43])=[CH:40][CH:41]=1)=[O:33])=[N+:46]=[N-:47] |f:1.2,3.4|. Procedure details: To a solution of (2S,4S)-2-(methanesulfonyloxy)methyl-1-(4-nitrobenzyloxycarbonyl)-4-(triphenylmethylthio)pyrrolidine (7.1 g) in dimethylformamide (70 ml) was added sodium azide (1.09 g) and ammonium chloride (0.90 g) and the mixture was stirred at 80°-90° C. for 3 hours. The reaction mixture was poured into ice-water (200 ml) and extracted twice with ethyl acetate (200 ml). The extract was washed with saturated aqueous sodium chloride, dried over magnesium sulfate and evaporated in vacuo. The r... Starting materials: C(=C\CCCCCCCC)/[C@]1(OO[C@H]2[C@H](C(C[C@@H]1C2)=O)C)C ((1R,4S,5S,8R)-4-[(E)-1-decenyl]-4,8-dimethyl-2,3-dioxabicyclo[3.3.1]nonan-7-one), [H][H] (hydrogen). The reagents and catalysts are [Pt] (platinum/charcoal). Solvent: C(C)(=O)OCC (ethyl acetate). Product: C(CCCCCCCCC)[C@@]1(OO[C@H]2[C@H](C(C[C@@H]1C2)=O)C)C ((1R,4S,5S,8R)-4-decyl-4,8-dimethyl-2,3-dioxabicyclo[3.3.1]-nonan-7-one). As a reaction SMILES: [CH:1](/[C@:11]1([CH3:22])[C@H:18]2[CH2:19][C@H:14]([C@@H:15]([CH3:21])[C:16](=[O:20])[CH2:17]2)[O:13][O:12]1)=[CH:2]\[CH2:3][CH2:4][CH2:5][CH2:6][CH2:7][CH2:8][CH2:9][CH3:10].[H][H]>C(OCC)(=O)C.[Pt]>[CH2:1]([C@@:11]1([CH3:22])[C@H:18]2[CH2:19][C@H:14]([C@@H:15]([CH3:21])[C:16](=[O:20])[CH2:17]2)[O:13][O:12]1)[CH2:2][CH2:3][CH2:4][CH2:5][CH2:6][CH2:7][CH2:8][CH2:9][CH3:10]. Reported procedure: 3.59 g of (1R,4S,5S,8R)-4-[(E)-1-decenyl]-4,8-dimethyl-2,3-dioxabicyclo[3.3.1]nonan-7-one [obtained in accordance with Example 2(e)] dissolved in 180 ml of ethyl acetate are hydrogenated for about 1.25 hours with hydrogen over 360 mg of 5 percent platinum/charcoal at 1.013·105Pa. The end point of the reaction is determined by gas-chromatographic analysis. The catalyst is then removed by filtration through diatomaceous earth and the filtrate is evaporated. The residue is purified by column chroma...